Dataset: the Open Reaction Database (ORD), a public repository of structured organic reaction records. Task: describe an organic reaction: reactants, conditions, products, and yield Starting materials: C(C1=CC=CC=C1)OC(=O)NC(C(=O)OC)CC1=CC(=NC=C1NC(=O)OC(C)(C)C)C1=CC=CC=C1 (Methyl 2-(benzyloxycarbonylamino)-3-(5-(tert-butoxycarbonyl amino)-2-phenylpyridin-4-yl)propanoate). Solvent: C(=O)(C(F)(F)F)O (TFA), C(Cl)Cl (CH2Cl2). Yields the product O=C1NC2=CN=C(C=C2CC1NC(OCC1=CC=CC=C1)=O)C1=CC=CC=C1 (Benzyl 2-oxo-6-phenyl-1,2,3,4-tetrahydro-1,7-naphthyridin-3-ylcarbamate). The yield is 64.9%. As a reaction SMILES: [CH2:1]([O:8][C:9]([NH:11][CH:12]([CH2:17][C:18]1[C:23]([NH:24][C:25]([O:27]C(C)(C)C)=O)=[CH:22][N:21]=[C:20]([C:32]2[CH:37]=[CH:36][CH:35]=[CH:34][CH:33]=2)[CH:19]=1)C(OC)=O)=[O:10])[C:2]1[CH:7]=[CH:6][CH:5]=[CH:4][CH:3]=1>C(O)(C(F)(F)F)=O.C(Cl)Cl>[O:27]=[C:25]1[CH:12]([NH:11][C:9](=[O:10])[O:8][CH2:1][C:2]2[CH:3]=[CH:4][CH:5]=[CH:6][CH:7]=2)[CH2:17][C:18]2[C:23](=[CH:22][N:21]=[C:20]([C:32]3[CH:33]=[CH:34][CH:35]=[CH:36][CH:37]=3)[CH:19]=2)[NH:24]1. Procedure: A solution of 3E (980 mg, 1.94 mmol) in TFA (2 mL) and CH2Cl2 (2 mL) was stirred at RT for 2 h. After this time, no starting material was detected by LC-MS. The reaction was concentrated under reduced pressure. The resulting residue was diluted with EtOAc (30 mL) and washed with saturated aqueous NaHCO3. The aqueous layer was extracted with EtOAc (30 mL×3). The combined organic layers were washed with saturated NaCl, dried over Na2SO4, filtered and concentrated. The resulting residue was purifie... The reactants are C(C=C)ON1[C@@H]2C=C([C@H](N(C1=O)C2)C(=O)N)C ((2S,5R)-6-(allyloxy)-3-methyl-7-oxo-1,6-diazabicyclo[3.2.1]oct-3-ene-2-carboxamide), C(C=C)ON[C@@H]1C=C([C@H](NC1)C(=O)N)C(C)C ((2S,5R)-5-(allyloxyamino)-3-isopropyl-1,2,5,6-tetrahydropyridine-2-carboxamide), C(C=C)ON[C@@H]1C=C([C@H](NC1)C(=O)N)C(C)C ((2S,5R)-5-(allyloxyamino)-3-isopropyl-1,2,5,6-tetrahydropyridine-2-carboxamide). Yields the product C(C=C)ON1[C@@H]2C=C([C@H](N(C1=O)C2)C(=O)N)C(C)C ((2S,5R)-6-(allyloxy)-3-isopropyl-7-oxo-1,6-diazabicyclo[3.2.1]oct-3-ene-2-carboxamide). Yield: 77.0%. As a reaction SMILES: [CH2:1]([O:4]N1C(=O)N2C[C@H]1C=C(C)[C@H]2C(N)=O)C=C.[CH2:18]([O:21][NH:22][C@H:23]1[CH2:28][NH:27][C@H:26]([C:29]([NH2:31])=[O:30])[C:25]([CH:32]([CH3:34])[CH3:33])=[CH:24]1)[CH:19]=[CH2:20]>>[CH2:18]([O:21][N:22]1[C:1](=[O:4])[N:27]2[CH2:28][C@H:23]1[CH:24]=[C:25]([CH:32]([CH3:34])[CH3:33])[C@H:26]2[C:29]([NH2:31])=[O:30])[CH:19]=[CH2:20]. Procedure: (2S,5R)-6-(allyloxy)-3-isopropyl-7-oxo-1,6-diazabicyclo[3.2.1]oct-3-ene-2-carboxamide (0.46 mg, 77%) was prepared a similar manner as described in Intermediate 86 as a pale yellow oil, using (2S,5R)-5-(allyloxyamino)-3-isopropyl-1,2,5,6-tetrahydropyridine-2-carboxamide (Intermediate 96, 0.54 mg, 0.23 mmol) as a starting material. Starting materials: C(C)(C)(C)OC(=O)N[C@H](C(=O)N[C@H](C(=O)O)CC1=CC(=C(C=C1)OCC(=O)OC)C(=O)OC)CC1=CC=CC=C1 ((2S)-2-({(2S)-2-[(tert-butoxycarbonyl)amino]-3-phenylpropanoyl}amino)-3-[3-(methoxycarbonyl)-4-(2-methoxy-2-oxoethoxy)phenyl]propanoic acid), NCC1(CC(OC2=CC=CC=C12)C1=CC=CC=C1)O (4-(aminomethyl)-2-phenyl-4-chromanol). The product is C(C)(C)(C)OC(=O)N[C@H](C(=O)N[C@@H](CC=1C=CC(=C(C(=O)O)C1)OCC(=O)O)C(=O)NCC1(CC(OC2=CC=CC=C12)C1=CC=CC=C1)O)CC1=CC=CC=C1 (5-((2S)-2-({(2S)-2-[(tert-butoxycarbonyl)amino]-3-phenylpropanoyl}amino)-3-{[(4-hydroxy-2-phenyl-3,4-dihydro-2H-chromen-4-yl)methyl]amino}-3-oxopropyl)-2-(carboxymethoxy)benzoic Acid). Isolated yield 13.0%. As a reaction SMILES: [C:1]([O:5][C:6]([NH:8][C@@H:9]([CH2:34][C:35]1[CH:40]=[CH:39][CH:38]=[CH:37][CH:36]=1)[C:10]([NH:12][C@@H:13]([CH2:17][C:18]1[CH:23]=[CH:22][C:21]([O:24][CH2:25][C:26]([O:28]C)=[O:27])=[C:20]([C:30]([O:32]C)=[O:31])[CH:19]=1)[C:14](O)=[O:15])=[O:11])=[O:7])([CH3:4])([CH3:3])[CH3:2].[NH2:41][CH2:42][C:43]1([OH:59])[C:52]2[C:47](=[CH:48][CH:49]=[CH:50][CH:51]=2)[O:46][CH:45]([C:53]2[CH:58]=[CH:57][CH:56]=[CH:55][CH:54]=2)[CH2:44]1>>[C:1]([O:5][C:6]([NH:8][C@@H:9]([CH2:34][C:35]1[CH:40]=[CH:39][CH:38]=[CH:37][CH:36]=1)[C:10]([NH:12][C@H:13]([C:14]([NH:41][CH2:42][C:43]1([OH:59])[C:52]2[C:47](=[CH:48][CH:49]=[CH:50][CH:51]=2)[O:46][CH:45]([C:53]2[CH:54]=[CH:55][CH:56]=[CH:57][CH:58]=2)[CH2:44]1)=[O:15])[CH2:17][C:18]1[CH:23]=[CH:22][C:21]([O:24][CH2:25][C:26]([OH:28])=[O:27])=[C:20]([CH:19]=1)[C:30]([OH:32])=[O:31])=[O:11])=[O:7])([CH3:4])([CH3:2])[CH3:3]. Reported procedure: Synthesis was performed from (2S)-2-({(2S)-2-[(tert-butoxycarbonyl)amino]-3-phenylpropanoyl}amino)-3-[3-(methoxycarbonyl)-4-(2-methoxy-2-oxoethoxy)phenyl]propanoic acid (82 mg, 0.15 mmol) and 4-(aminomethyl)-2-phenyl-4-chromanol (45 mg, 0.18 mmol) according to Method C with HPLC purification to give the title compound (15 mg). 1H-NMR (400 MHz, CD3OD) d 7.64 (s, 1H), 6.84 (dd, J=1.0 Hz, J=8.3 Hz, 1H), 5.33 (d, J=12.0 Hz, 1H), 4.64 (s, 2H), 4.63 (m, 1H), 4.28 (m, 1H), 3.95 (m, 1H), 3.19 (m, 1H), 1... Reactants: C1CCOC1, COc1ccc(CCN)cc1OC, COc1cccc(CCC(=O)O)c1, CCOC(C)=O. The product is COc1cccc(CCC(=O)NCCc2ccc(OC)c(OC)c2)c1. Reaction SMILES: [CH2:33]1[O:34][CH2:35][CH2:36][CH2:37]1.[CH3:14][O:15][c:16]1[cH:17][c:18]([CH2:24][CH2:25][NH2:26])[cH:19][cH:20][c:21]1[O:22][CH3:23].[CH3:1][O:2][c:3]1[cH:4][c:5]([CH2:9][CH2:10][C:11](=[O:12])[OH:13])[cH:6][cH:7][cH:8]1.[CH3:27][CH2:28][O:29][C:30]([CH3:31])=[O:32]>>[CH3:1][O:2][c:3]1[cH:4][c:5]([CH2:9][CH2:10][C:11](=[O:13])[NH:26][CH2:25][CH2:24][c:18]2[cH:17][c:16]([O:15][CH3:14])[c:21]([O:22][CH3:23])[cH:20][cH:19]2)[cH:6][cH:7][cH:8]1.